Task: describe an organic reaction: reactants, conditions, products, and yield. Dataset: the Open Reaction Database (ORD), a public repository of structured organic reaction records Starting materials: C1(=CC=C(C=C1)S(=O)(=O)O)C (p-toluenesulfonic acid), C(CCO)O (1,3-propanediol), CC1=CC=CC(=N1)C(=O)C1=CC(=C(C=C1)OC)OC ((3,4-dimethoxyphenyl) (6-methyl-2-pyridyl) ketone), C([O-])(O)=O.[Na+] (sodium bicarbonate). The solvent is C1(=CC=CC=C1)C (toluene), O (water). Conditions: time 17 hour. The product is COC=1C=C(C=CC1OC)C1(OCCCO1)C1=NC(=CC=C1)C (2-(3,4-dimethoxyphenyl)-2-(6-methyl-2-pyridyl)-1,3-dioxane). RXN SMILES: [CH3:1][C:2]1[N:7]=[C:6]([C:8]([C:10]2[CH:15]=[CH:14][C:13]([O:16][CH3:17])=[C:12]([O:18][CH3:19])[CH:11]=2)=[O:9])[CH:5]=[CH:4][CH:3]=1.C1(C)C=CC(S(O)(=O)=O)=CC=1.[CH2:31](O)[CH2:32][CH2:33][OH:34].C(=O)(O)[O-].[Na+]>C1(C)C=CC=CC=1.O>[CH3:19][O:18][C:12]1[CH:11]=[C:10]([C:8]2([C:6]3[CH:5]=[CH:4][CH:3]=[C:2]([CH3:1])[N:7]=3)[O:34][CH2:33][CH2:32][CH2:31][O:9]2)[CH:15]=[CH:14][C:13]=1[O:16][CH3:17] |f:3.4|. Procedure: About 77.1 g. of (3,4-dimethoxyphenyl) (6-methyl-2-pyridyl) ketone, 74.1 g. of p-toluenesulfonic acid and 22.8 ml of 1,3-propanediol in 600 ml of toluene were heated under reflux with stirring for 17 hours. The water evolved during the reaction was neutralized with 500 ml of saturated sodium bicarbonate. Two phases formed and the phases were separated. The organic layer was washed with saturated sodium bicarbonate solution and dried over magnesium sulfate. Removal of the desiccant and solvent ga... Reactants: ice, COC(=O)CCC(C(=O)O)C (4-Methoxycarbonyl-2-methylbutanoic acid), C(C)(C)(C)OC([C@H]1NCCC1)=O (L-proline tert.-butyl ester), C1(CCCCC1)N=C=NC1CCCCC1 (dicyclohexylcarbodiimide). The solvent is ClCCl (dichloromethane). The product is C(C)(C)(C)OC([C@H]1N(CCC1)C(C(CCC(=O)OC)C)=O)=O (1-(4-methoxycarbonyl-2-methylbutanoyl)-L-proline tert.-butyl ester). As a reaction SMILES: [CH3:1][O:2][C:3]([CH2:5][CH2:6][CH:7]([CH3:11])[C:8]([OH:10])=O)=[O:4].[C:12]([O:16][C:17](=[O:23])[C@@H:18]1[CH2:22][CH2:21][CH2:20][NH:19]1)([CH3:15])([CH3:14])[CH3:13].C1(N=C=NC2CCCCC2)CCCCC1>ClCCl>[C:12]([O:16][C:17](=[O:23])[C@@H:18]1[CH2:22][CH2:21][CH2:20][N:19]1[C:8](=[O:10])[CH:7]([CH3:11])[CH2:6][CH2:5][C:3]([O:2][CH3:1])=[O:4])([CH3:15])([CH3:13])[CH3:14]. Procedure: 4-Methoxycarbonyl-2-methylbutanoic acid (3.1 g.) and L-proline tert.-butyl ester (3.78 g.) are dissolved in dichloromethane (40 ml.). The solution is chilled with stirring in an ice bath and dicyclohexylcarbodiimide (4.12 g.) is added. After stirring 15 minutes in the ice bath and 18 hours at room temperature, the precipitate is filtered off and the filtrate is concentrated to dryness in vacuo. The residue is chromatographed on a column of silica gel with chloroform to obtain 1-(4-methoxycarbony... Starting materials: C1(=CC=CC=C1)C (toluene), C(C)(=O)OCC (ethyl acetate), O (water). Procedure details: Into a 1 liter of four-necked flask were charged 4.76 g of para-toluenesulfonic acid, 54.07 g of ortho-cresol and 108.14 g of methanol. Further, keeping the temperature at 30° C., 38.05 g of 4-hydroxymethyl-2,5-dimethylphenol obtained above was added in ten portions over 1 hour. The mixture was stirred at the same temperature for 2 more hours. After completion of the reaction, 200 g of toluene and 200 gof ethyl acetate was added. Thereafter, 200 g of deionized water was added and the resulting m... Reaction SMILES: [C:1]1([CH3:7])[CH:6]=[CH:5][CH:4]=[CH:3][CH:2]=1.C([O:11][CH2:12][CH3:13])(=O)C.[OH2:14]>>[OH:14][C:2]1[CH:3]=[CH:4][C:5]([CH2:7][C:1]2[C:6]([CH3:5])=[CH:13][C:12]([OH:11])=[C:3]([CH3:4])[CH:2]=2)=[CH:6][C:1]=1[CH3:7]. Conditions: temperature 20 celsius. The product is OC1=C(C=C(CC2=CC(=C(C=C2C)O)C)C=C1)C (4-(4-hydroxy-3-methylbenzyl)-2,5-dimethylphenol).